This data is from the Open Reaction Database (ORD), a public repository of structured organic reaction records. The task is: describe an organic reaction: reactants, conditions, products, and yield The reactants are CNC([C@@H](NC(=O)[C@@H]1CC[C@H](CC1)CNC(=O)OC(C)(C)C)CC1=CC=CC=C1)=O (N-[trans-4-(t-butoxycarbonylaminomethyl)cyclohexylcarbonyl]-L-phenylalanine methylamide), Cl.O1CCOCC1 (hydrogen chloride 1,4-dioxane). Conditions: time 30 minute. Yields the product Cl.CN(C([C@@H](NC(=O)[C@@H]1CC[C@H](CC1)CN)CC1=CC=CC=C1)=O)C (N-(trans-4-aminomethyl-cyclohexylcarbonyl)-L-phenylalanine dimethylamide hydrochloride). RXN SMILES: [CH3:1][NH:2][C:3](=[O:30])[C@H:4]([CH2:23][C:24]1[CH:29]=[CH:28][CH:27]=[CH:26][CH:25]=1)[NH:5][C:6]([C@H:8]1[CH2:13][CH2:12][C@H:11]([CH2:14][NH:15]C(OC(C)(C)C)=O)[CH2:10][CH2:9]1)=[O:7].[ClH:31].O1CCOC[CH2:33]1>>[ClH:31].[CH3:1][N:2]([CH3:33])[C:3](=[O:30])[C@H:4]([CH2:23][C:24]1[CH:25]=[CH:26][CH:27]=[CH:28][CH:29]=1)[NH:5][C:6]([C@H:8]1[CH2:13][CH2:12][C@H:11]([CH2:14][NH2:15])[CH2:10][CH2:9]1)=[O:7] |f:1.2,3.4|. Reported procedure: To the compound (III) (34.30 g) was added 4N hydrogen chloride/1,4-dioxane solution (400 ml) under room temperature, and the mixture was stirred for 30 minutes. The mixture was concentrated under a reduced pressure, and the residue was washed with diethyl ether, followed by filtration to give N-(trans-4-aminomethyl-cyclohexylcarbonyl)-L-phenylalanine dimethylamide hydrochloride (28.50 g). Starting materials: CCOC(C)=O, ClCc1ccc(Cl)nc1, CC(C)(C)OC(=O)Nc1ccc(-c2cccs2)cc1N, c1ccncc1. Yields the product CC(C)(C)OC(=O)Nc1ccc(-c2cccs2)cc1NC(=O)c1ccc(Cl)nc1. As a reaction SMILES: [CH3:30][CH2:31][O:32][C:33]([CH3:34])=[O:35].[Cl:21][c:22]1[n:23][cH:24][c:25]([CH2:26][Cl:27])[cH:28][cH:29]1.[NH2:1][c:2]1[c:3]([NH:13][C:14]([O:15][C:16]([CH3:17])([CH3:18])[CH3:19])=[O:20])[cH:4][cH:5][c:6](-[c:8]2[s:9][cH:10][cH:11][cH:12]2)[cH:7]1.[cH:36]1[cH:37][cH:38][n:39][cH:40][cH:41]1>>[NH:1]([c:2]1[c:3]([NH:13][C:14]([O:15][C:16]([CH3:17])([CH3:18])[CH3:19])=[O:20])[cH:4][cH:5][c:6](-[c:8]2[s:9][cH:10][cH:11][cH:12]2)[cH:7]1)[C:26]([c:25]1[cH:24][n:23][c:22]([Cl:21])[cH:29][cH:28]1)=[O:32]. The product is Cl.CN(CCCC1C2=C(C=CC3=C1C=CC=C3)C=CC=C2)C (5-(3-dimethylaminopropyl)-5H-dibenzo[a,d]cycloheptene hydrochloride). Reaction SMILES: [CH3:1][N:2]([CH3:8])[CH2:3][CH2:4][CH2:5][Mg][Cl:7].Cl[CH:10]1[C:16]2[CH:17]=[CH:18][CH:19]=[CH:20][C:15]=2[CH:14]=[CH:13][C:12]2[CH:21]=[CH:22][CH:23]=[CH:24][C:11]1=2.O1CCCC1.Cl>CCOCC>[ClH:7].[CH3:1][N:2]([CH3:8])[CH2:3][CH2:4][CH2:5][CH:10]1[C:11]2[CH:24]=[CH:23][CH:22]=[CH:21][C:12]=2[CH:13]=[CH:14][C:15]2[CH:20]=[CH:19][CH:18]=[CH:17][C:16]1=2 |f:5.6|. Starting materials: CN(CCC[Mg]Cl)C (3-dimethylaminopropylmagnesium chloride), alcohol, Cl (hydrochloride), Cl (hydrogen chloride), ClC1C2=C(C=CC3=C1C=CC=C3)C=CC=C2 (5-chloro-5H-dibenzo[a,d]cycloheptene), O1CCCC1 (tetrahydrofuran), solution. Reported procedure: The Grignard solution prepared in Step A. is cooled to room temperature and stirred while a solution of 5.05 g. (0.0221 mole) of 5-chloro-5H-dibenzo[a,d]cycloheptene in 25 ml. of dry tetrahydrofuran is added dropwise, external cooling being applied as required to maintain the temperature close to room temperature. When the addition is complete, the mixture is heated to refluxing for 15 minutes. The bulk of the tetrahydrofuran then is distilled under reduced pressure, keeping the water-bath tempe... Run in alcohol, CCOCC (ether).